This data is from the Open Reaction Database (ORD), a public repository of structured organic reaction records. The task is: describe an organic reaction: reactants, conditions, products, and yield Starting materials: ClC1=CC=C(C=C1)C1=CC2=C(N(C(=N2)C2=CC=CC=C2)C2=CC=CC=C2)C=C1 (5-(4-chlorophenyl)-1,2-diphenyl-1H-benzimidazole), C1(CCCCC1)P(C1CCCCC1)C1CCCCC1.C1(=CC=CC=C1)C (tricyclohexylphosphine toluene), C1=C(C=CC2=CC=CC=C12)C=1C2=CC=CC=C2C(=C2C=CC(=CC12)B(O)O)C1=CC2=CC=CC=C2C=C1 (9,10-di(2-naphthyl)anthracene-2-boronic acid), C([O-])([O-])=O.[Cs+].[Cs+] (cesium carbonate). Reagents/catalysts: C=1C=CC(=CC1)/C=C/C(=O)/C=C/C2=CC=CC=C2.C=1C=CC(=CC1)/C=C/C(=O)/C=C/C2=CC=CC=C2.C=1C=CC(=CC1)/C=C/C(=O)/C=C/C2=CC=CC=C2.[Pd].[Pd] (tris(dibenzylideneacetone)dipalladium). The solvent is O1CCOCC1 (dioxane), C1(=CC=CC=C1)C (toluene), O (water). Reaction conditions: temperature 80 celsius, time 10 hour. Yields the product C1(=CC=CC=C1)N1C(=NC2=C1C=CC(=C2)C2=CC=C(C=C2)C2=C(C1=C(C3=CC=CC=C3C(=C1C=C2)C2=CC1=CC=CC=C1C=C2)C2=CC1=CC=CC=C1C=C2)C2=CC=CC=C2)C2=CC=CC=C2 (1,2-diphenyl-5-[4-[9,10-di(2-naphthyl)phenylanthracen-2-yl]phenyl]-1H-benzimidazole). Isolated yield 874.4%. As a reaction SMILES: Cl[C:2]1[CH:7]=[CH:6][C:5]([C:8]2[CH:28]=[CH:27][C:11]3[N:12]([C:21]4[CH:26]=[CH:25][CH:24]=[CH:23][CH:22]=4)[C:13]([C:15]4[CH:20]=[CH:19][CH:18]=[CH:17][CH:16]=4)=[N:14][C:10]=3[CH:9]=2)=[CH:4][CH:3]=1.[CH:29]1[C:38]2[C:33](=[CH:34][CH:35]=[CH:36][CH:37]=2)[CH:32]=[CH:31][C:30]=1[C:39]1[C:40]2[C:45]([C:46]([C:56]3[CH:65]=[CH:64][C:63]4[C:58](=[CH:59][CH:60]=[CH:61][CH:62]=4)[CH:57]=3)=[C:47]3[C:52]=1[CH:51]=[C:50](B(O)O)[CH:49]=[CH:48]3)=[CH:44][CH:43]=[CH:42][CH:41]=2.C(=O)([O-])[O-].[Cs+].[Cs+].[CH:72]1(P(C2CCCCC2)C2CCCCC2)[CH2:77][CH2:76][CH2:75][CH2:74][CH2:73]1.C1(C)C=CC=CC=1>C1(C)C=CC=CC=1.O.C1C=CC(/C=C/C(/C=C/C2C=CC=CC=2)=O)=CC=1.C1C=CC(/C=C/C(/C=C/C2C=CC=CC=2)=O)=CC=1.C1C=CC(/C=C/C(/C=C/C2C=CC=CC=2)=O)=CC=1.[Pd].[Pd].O1CCOCC1>[C:21]1([N:12]2[C:11]3[CH:27]=[CH:28][C:8]([C:5]4[CH:6]=[CH:7][C:2]([C:42]5[CH:43]=[CH:44][C:45]6[C:40](=[C:39]([C:30]7[CH:31]=[CH:32][C:33]8[C:38](=[CH:37][CH:36]=[CH:35][CH:34]=8)[CH:29]=7)[C:52]7[C:47]([C:46]=6[C:56]6[CH:65]=[CH:64][C:63]8[C:58](=[CH:59][CH:60]=[CH:61][CH:62]=8)[CH:57]=6)=[CH:48][CH:49]=[CH:50][CH:51]=7)[C:41]=5[C:72]5[CH:77]=[CH:76][CH:75]=[CH:74][CH:73]=5)=[CH:3][CH:4]=4)=[CH:9][C:10]=3[N:14]=[C:13]2[C:15]2[CH:20]=[CH:19][CH:18]=[CH:17][CH:16]=2)[CH:26]=[CH:25][CH:24]=[CH:23][CH:22]=1 |f:2.3.4,5.6,9.10.11.12.13|. Procedure details: 2.3 g (6.0 mmol) of 5-(4-chlorophenyl)-1,2-diphenyl-1H-benzimidazole, 3.1 g (6.6 mmol) of 9,10-di(2-naphthyl)anthracene-2-boronic acid, tris(dibenzylideneacetone)dipalladium (0) (0.14 g, 0.15 mmol), and cesium carbonate (4.7 g, 14 mmol) were suspended into 20 mL of anhydrous dioxane, a solution of tricyclohexylphosphine/toluene (25 mass %, 0.49 ml, 0.43 mmol) was added, and the whole was stirred at 80° C. for 10 hours. The reaction mixture was diluted with 200 mL of toluene and 100 mL of water, ... Starting materials: C1(CC1)C(\C=C\N(C)C)=O ((2E)-1-cyclopropyl-3-(dimethylamino)prop-2-en-1-one), C1(=CC=CC=C1)NN (phenylhydrazine). Solvent: C(C)O (ethanol). Conditions: temperature 150 celsius, time 30 minute. Yields the product C1(CC1)C1=NN(C=C1)C1=CC=CC=C1 (3-cyclopropyl-1-phenyl-1H-pyrazole). As a reaction SMILES: [CH:1]1([C:4](=O)/[CH:5]=[CH:6]/N(C)C)[CH2:3][CH2:2]1.[C:11]1([NH:17][NH2:18])[CH:16]=[CH:15][CH:14]=[CH:13][CH:12]=1>C(O)C>[CH:1]1([C:4]2[CH:5]=[CH:6][N:17]([C:11]3[CH:16]=[CH:15][CH:14]=[CH:13][CH:12]=3)[N:18]=2)[CH2:3][CH2:2]1. Procedure details: (2E)-1-cyclopropyl-3-(dimethylamino)prop-2-en-1-one (327 mg, 2.35 mmol) and phenylhydrazine (0.35 ml, 3.5 mmol) were added to ethanol (5 ml). The reaction mixture was heated to 150° C. in the Biotage Initiator Series microwave reactor. After 30 minutes, the reaction mixture was cooled and concentrated. The residue was purified by column chromatography on silica gel (ethyl acetate/hexanes gradient) to afford 3-cyclopropyl-1-phenyl-1H-pyrazole (faster eluting isomer) and 5-cyclopropyl-1-phenyl-1H-... Reactants: C1(=C(C=CC=C1)C=1C=C(C=CC1)NC1=CC=C(C=C1)Br)C (m-tolyl(p-bromophenyl)phenylamine), tetrakistriphenylphosphine palladium (0), C(CCC)[Sn](C=C)(CCCC)CCCC (tributyl(vinyl)tin). Reagents/catalysts: C(CCC)C1=C(C(=CC=C1O)CCCC)C (2,6-dibutylhydroxytoluene). Solvent: C1(=CC=CC=C1)C (toluene). Run at temperature 100 celsius, time 76 hour. Yields the product C1(=C(C=CC=C1)C=1C=C(C=CC1)NC1=CC=C(C=C1)C=C)C (m-tolyl(p-vinylphenyl)phenylamine). The yield is 83.1%. Reaction SMILES: [C:1]1([CH3:21])[CH:6]=[CH:5][CH:4]=[CH:3][C:2]=1[C:7]1[CH:8]=[C:9]([NH:13][C:14]2[CH:19]=[CH:18][C:17](Br)=[CH:16][CH:15]=2)[CH:10]=[CH:11][CH:12]=1.[CH2:22]([Sn](CCCC)(CCCC)C=C)[CH2:23]CC>C(C1C(O)=CC=C(CCCC)C=1C)CCC.C1(C)C=CC=CC=1>[C:1]1([CH3:21])[CH:6]=[CH:5][CH:4]=[CH:3][C:2]=1[C:7]1[CH:8]=[C:9]([NH:13][C:14]2[CH:19]=[CH:18][C:17]([CH:22]=[CH2:23])=[CH:16][CH:15]=2)[CH:10]=[CH:11][CH:12]=1. Reported procedure: In a reactor equipped with a stirrer and a reflux condenser, 2.0 g (0.0059 mol) of m-tolyl(p-bromophenyl)phenylamine, 0.18 g (0.00015 mol) of tetrakistriphenylphosphine palladium (0), 0.005 g of 2,6-dibutylhydroxytoluene and 20 ml of toluene were added and dissolved, and then 2.1 ml (0.0071 mol) of tributyl(vinyl)tin was added to the mixture in an argon gas atmosphere at room temperature. The mixture was heated to 100° C. and continuously stirred for 76 hours. After air cooling, the solvent was ... Reactants: CC(C)([O-])C.[K+] (potassium t-butoxide), ClC=1C=CC(=C(C1)C(=O)C1=C(C=CC(=C1)C(F)(F)F)NC(CC(=O)OC)=O)O (3-[[2-[(5-chloro-2-hydroxyphenyl)carbonyl]-4-(trifluoromethyl)phenyl]amino]-3-oxopropanoic acid, methyl ester), Cl (HCl). Solvent: C1CCOC1 (THF). Yields the product ClC=1C=CC2=C(C1)C1=C(C(NC=3C=CC(=CC13)C(F)(F)F)=O)C(O2)=O (2-Chloro-6,8-dihydro-11-(trifluoromethyl)-7H-[1]benzopyrano[3,4-c]quinolin-6,7-dione). Yield: 83.0%. Reaction SMILES: [Cl:1][C:2]1[CH:3]=[CH:4][C:5]([OH:28])=[C:6]([C:8]([C:10]2[CH:15]=[C:14]([C:16]([F:19])([F:18])[F:17])[CH:13]=[CH:12][C:11]=2[NH:20][C:21](=[O:27])[CH2:22][C:23]([O:25]C)=O)=O)[CH:7]=1.CC(C)([O-])C.[K+].Cl>C1COCC1>[Cl:1][C:2]1[CH:3]=[CH:4][C:5]2[O:28][C:23](=[O:25])[C:22]3[C:21](=[O:27])[NH:20][C:11]4[CH:12]=[CH:13][C:14]([C:16]([F:17])([F:19])[F:18])=[CH:15][C:10]=4[C:8]=3[C:6]=2[CH:7]=1 |f:1.2|. Reported procedure: The crude 3-[[2-[(5-chloro-2-hydroxyphenyl)carbonyl]-4-(trifluoromethyl)phenyl]amino]-3-oxopropanoic acid, methyl ester prepared in Step B was dissolved in THF (15 mL) and potassium t-butoxide solution (1M in THF, 1.74 mmol, 1.74 mL) was added. The reaction mixture was heated under reflux for 15 minutes. It was then acidified with 1N HCl and the organic layer was separated. The organic layer was washed with water, brine and dried (MgSO4). Evaporation of the solvent gave a yellow solid which was ...